This data is from the Open Reaction Database (ORD), a public repository of structured organic reaction records. The task is: describe an organic reaction: reactants, conditions, products, and yield Starting materials: C12CC3CC(CC(C1)C3)C2 (adamantane), ON1C(C=2C(C1=O)=CC=CC2)=O (N-hydroxyphthalimide), C(C)(=O)O (acetic acid). Yields the product [N+](=O)([O-])C12CC3CC(CC(C1)C3)C2 (nitroadamantane). Isolated yield 81.0%. Reaction SMILES: [CH:1]12[CH2:10][CH:5]3[CH2:6][CH:7]([CH2:9][CH:3]([CH2:4]3)[CH2:2]1)[CH2:8]2.[OH:11][N:12]1C(=O)C2=CC=CC=C2C1=O.C(O)(=[O:25])C>>[N+:12]([C:1]12[CH2:10][CH:5]3[CH2:6][CH:7]([CH2:9][CH:3]([CH2:4]3)[CH2:2]1)[CH2:8]2)([O-:11])=[O:25]. Reported procedure: 1.8 g (0.024 mole based on N2O3 basis) of the frozen blue liquid, 1 mmole of adamantane, 0.05 mmole of N-hydroxyphthalimide and 5 ml of acetic acid were mixed, and then the mixture was reacted for 10 hours at 100° C. with stirring. The reaction products were analyzed by gas chromatography, and, as a result, nitroadamantane (yield 81%) was formed with conversion of 99%. The reactants are CC(C)(C)[O-], CC1CN(C(=O)c2cccc(S(=O)(=O)Cl)c2)CC(C)O1, [K+], C1CCOC1, O=C1NCCC1(c1ccccc1)c1ccccc1. Yields the product CC1CN(C(=O)c2cccc(S(=O)(=O)N3CCC(c4ccccc4)(c4ccccc4)C3=O)c2)CC(C)O1. RXN SMILES: [CH3:19][C:20]([CH3:21])([O-:22])[CH3:23].[CH3:25][CH:26]1[O:27][CH:28]([CH3:44])[CH2:29][N:30]([C:32](=[O:33])[c:34]2[cH:35][c:36]([S:40](=[O:41])(=[O:42])[Cl:43])[cH:37][cH:38][cH:39]2)[CH2:31]1.[K+:24].[O:45]1[CH2:46][CH2:47][CH2:48][CH2:49]1.[c:1]1([C:7]2([c:13]3[cH:14][cH:15][cH:16][cH:17][cH:18]3)[C:8](=[O:12])[NH:9][CH2:10][CH2:11]2)[cH:2][cH:3][cH:4][cH:5][cH:6]1>>[c:1]1([C:7]2([c:13]3[cH:14][cH:15][cH:16][cH:17][cH:18]3)[C:8](=[O:12])[N:9]([S:40]([c:36]3[cH:35][c:34]([C:32]([N:30]4[CH2:29][CH:28]([CH3:44])[O:27][CH:26]([CH3:25])[CH2:31]4)=[O:33])[cH:39][cH:38][cH:37]3)(=[O:41])=[O:42])[CH2:10][CH2:11]2)[cH:2][cH:3][cH:4][cH:5][cH:6]1.